This data is from the Open Reaction Database (ORD), a public repository of structured organic reaction records. The task is: describe an organic reaction: reactants, conditions, products, and yield Reactants: Br, Br, Nc1ccc(F)cc1[N+](=O)[O-], O. Product: Nc1c(Br)cc(F)cc1[N+](=O)[O-]. RXN SMILES: [Br:12].[BrH:13].[F:1][c:2]1[cH:3][c:4]([N+:9](=[O:10])[O-:11])[c:5]([NH2:6])[cH:7][cH:8]1.[OH2:14]>>[F:1][c:2]1[cH:3][c:4]([N+:9](=[O:10])[O-:11])[c:5]([NH2:6])[c:7]([Br:13])[cH:8]1.